From a dataset of the Open Reaction Database (ORD), a public repository of structured organic reaction records. describe an organic reaction: reactants, conditions, products, and yield Reactants: CCI, CCOCC, CN1Cc2c(C=O)ncn2-c2ccccc2C1=O, [Mg], C1CCOC1. Yields the product CCC(O)c1ncn2c1CN(C)C(=O)c1ccccc1-2. RXN SMILES: [CH2:2]([CH3:3])[I:4].[CH3:23][CH2:24][O:25][CH2:26][CH3:27].[CH3:5][N:6]1[CH2:7][c:8]2[n:9]([cH:18][n:19][c:20]2[CH:21]=[O:22])-[c:10]2[c:11]([cH:14][cH:15][cH:16][cH:17]2)[C:12]1=[O:13].[Mg:1].[O:28]1[CH2:29][CH2:30][CH2:31][CH2:32]1>>[CH2:2]([CH3:3])[CH:21]([c:20]1[c:8]2[n:9]([cH:18][n:19]1)-[c:10]1[c:11]([cH:14][cH:15][cH:16][cH:17]1)[C:12](=[O:13])[N:6]([CH3:5])[CH2:7]2)[OH:22]. Starting materials: CS(=O)(=O)O, COC1(C=CCO)CCOCC1. Product: COC1(C=CCS(C)(=O)=O)CCOCC1. Reaction SMILES: [CH3:13][S:14](=[O:15])(=[O:16])[OH:17].[CH3:1][O:2][C:3]1([CH:9]=[CH:10][CH2:11][OH:12])[CH2:4][CH2:5][O:6][CH2:7][CH2:8]1>>[CH3:1][O:2][C:3]1([CH:9]=[CH:10][CH2:11][S:14]([CH3:13])(=[O:15])=[O:16])[CH2:4][CH2:5][O:6][CH2:7][CH2:8]1. The reactants are O=C(n1ccnc1)n1ccnc1, CC#N, COc1ccc(CNCc2c(Cl)ccnc2N)cc1. Yields the product COc1ccc(CN2Cc3c(Cl)ccnc3NC2=O)cc1. Reaction SMILES: [C:1](=[O:2])([n:3]1[cH:4][cH:5][n:6][cH:7]1)[n:8]1[cH:9][cH:10][n:11][cH:12]1.[CH3:32][C:33]#[N:34].[Cl:13][c:14]1[c:15]([CH2:21][NH:22][CH2:23][c:24]2[cH:25][cH:26][c:27]([O:30][CH3:31])[cH:28][cH:29]2)[c:16]([NH2:20])[n:17][cH:18][cH:19]1>>[C:1]1(=[O:2])[NH:20][c:16]2[c:15]([c:14]([Cl:13])[cH:19][cH:18][n:17]2)[CH2:21][N:22]1[CH2:23][c:24]1[cH:25][cH:26][c:27]([O:30][CH3:31])[cH:28][cH:29]1. The product is CCC#CCOc1cc(-c2ccccc2F)ncn1. Reactants: CCC#CCO, CN(C)C=O, Fc1ccccc1-c1cc(Cl)ncn1, [H-], [Na+], O. As a reaction SMILES: [CH2:15]([C:16]#[C:17][CH2:18][CH3:19])[OH:20].[CH3:24][N:25]([CH3:26])[CH:27]=[O:28].[Cl:1][c:2]1[n:3][cH:4][n:5][c:6](-[c:8]2[c:9]([F:14])[cH:10][cH:11][cH:12][cH:13]2)[cH:7]1.[H-:21].[Na+:22].[OH2:23]>>[c:2]1([O:20][CH2:15][C:16]#[C:17][CH2:18][CH3:19])[n:3][cH:4][n:5][c:6](-[c:8]2[c:9]([F:14])[cH:10][cH:11][cH:12][cH:13]2)[cH:7]1. Starting materials: OC1=NC=C(C=C1)[N+](=O)[O-] (2-hydroxy-5-nitropyridine), Cl (HCl), KClO3. Run in O (water). Reaction conditions: temperature 52.5 celsius. Yields the product ClC=1C(=NC=C(C1)[N+](=O)[O-])O (3-Chloro-5-nitro-2-pyridinol). RXN SMILES: [OH:1][C:2]1[CH:7]=[CH:6][C:5]([N+:8]([O-:10])=[O:9])=[CH:4][N:3]=1.[ClH:11]>O>[Cl:11][C:7]1[C:2]([OH:1])=[N:3][CH:4]=[C:5]([N+:8]([O-:10])=[O:9])[CH:6]=1. Procedure: A 5 L flask with mechanical stirrer, thermocouple, and addition funnel was charged with 2-hydroxy-5-nitropyridine (200 g) and concentrated HCl (890 mL). The mixture was warmed to 50-55° C. and a solution of KClO3 (61.3 g, 0.5 mol) in water (850 mL) was added dropwise over 75 minutes maintaining the reaction temperature at 55-59° C. Following complete addition, the reaction mixture was cooled in an ice-water bath to an internal temperature of <6° C. and then filtered. The filter cake was washed w... The reactants are C1(CCCCC1)CCCCNC(=O)C=1N=C(OC1)[C@@H]1N(CCC1)CC1=C(C=CC=C1)CCC(=O)O ((R)-2-[[2-[4-[[(4-Cyclohexylbutyl)amino]carbonyl]-2-oxazolyl]-1-pyrrolidinyl]methyl]benzenepropanoic acid), [Li] (monolithium). Product: C1(CCCCC1)CCCCNC(=O)C=1N=C(OC1)C1N(CCC1)CC1=C(C=CC=C1)CCC(=O)O (2-[[2-[4-[[(4-Cyclohexylbutyl)amino]carbonyl]-2-oxazolyl]-1-pyrrolidinyl]methyl]benzenepropanoic acid). RXN SMILES: [CH:1]1([CH2:7][CH2:8][CH2:9][CH2:10][NH:11][C:12]([C:14]2[N:15]=[C:16]([C@H:19]3[CH2:23][CH2:22][CH2:21][N:20]3[CH2:24][C:25]3[CH:30]=[CH:29][CH:28]=[CH:27][C:26]=3[CH2:31][CH2:32][C:33]([OH:35])=[O:34])[O:17][CH:18]=2)=[O:13])[CH2:6][CH2:5][CH2:4][CH2:3][CH2:2]1.[Li]>>[CH:1]1([CH2:7][CH2:8][CH2:9][CH2:10][NH:11][C:12]([C:14]2[N:15]=[C:16]([CH:19]3[CH2:23][CH2:22][CH2:21][N:20]3[CH2:24][C:25]3[CH:30]=[CH:29][CH:28]=[CH:27][C:26]=3[CH2:31][CH2:32][C:33]([OH:35])=[O:34])[O:17][CH:18]=2)=[O:13])[CH2:6][CH2:5][CH2:4][CH2:3][CH2:2]1 |^1:35|. Procedure: (R)-2-[[2-[4-[[(4-Cyclohexylbutyl)amino]carbonyl]-2-oxazolyl]-1-pyrrolidinyl]methyl]benzenepropanoic acid, monolithium salt;